Dataset: the Open Reaction Database (ORD), a public repository of structured organic reaction records. Task: describe an organic reaction: reactants, conditions, products, and yield Reactants: CC1(COC(OC1)C(C)[C@H]1CC[C@H]2C3=CC=C4C[C@H](C[C@@H]([C@]4(C)[C@H]3CC[C@]12C)OC(=O)OC)OC(=O)OC)C (20-(5,5-dimethyl-1,3-dioxan-2-yl)-1α,3β-bis(methoxycarbonyloxy)pregna-5,7-diene), COC(=O)O[C@H]1C[C@@H](CC2=CC=C3[C@@H]4CC[C@H](C(C)C=O)[C@]4(CC[C@@H]3[C@@]12C)C)OC(=O)OC (1α,3β-bis(methoxycarbonyloxy)pregna-5,7-diene-20-carbaldehyde). Yields the product CC1(COC(OC1)C(C)[C@H]1CC[C@H]2C3=CC=C4C[C@H](C[C@@H]([C@]4(C)[C@H]3CC[C@]12C)OC(=O)OC)O)C (20-(5,5-dimethyl-1,3-dioxan-2-yl)-1α-(methoxycarbonyl)oxypregna-5,7-dien-3β-ol). Isolated yield 95.1%. As a reaction SMILES: [CH3:1][C:2]1([CH3:39])[CH2:7][O:6][CH:5]([CH:8]([C@@H:10]2[C@:27]3([CH3:28])[C@H:13]([C:14]4[C@H:24]([CH2:25][CH2:26]3)[C@:22]3([CH3:23])[C:17]([CH2:18][C@@H:19]([O:34]C(OC)=O)[CH2:20][C@@H:21]3[O:29][C:30]([O:32][CH3:33])=[O:31])=[CH:16][CH:15]=4)[CH2:12][CH2:11]2)[CH3:9])[O:4][CH2:3]1.COC(O[C@@H]1[C@@]2(C)C(=CC=C3[C@@H]2CC[C@@]2(C)[C@H]3CC[C@@H]2C(C=O)C)C[C@@H](OC(OC)=O)C1)=O>>[CH3:39][C:2]1([CH3:1])[CH2:3][O:4][CH:5]([CH:8]([C@@H:10]2[C@:27]3([CH3:28])[C@H:13]([C:14]4[C@H:24]([CH2:25][CH2:26]3)[C@:22]3([CH3:23])[C:17]([CH2:18][C@@H:19]([OH:34])[CH2:20][C@@H:21]3[O:29][C:30]([O:32][CH3:33])=[O:31])=[CH:16][CH:15]=4)[CH2:12][CH2:11]2)[CH3:9])[O:6][CH2:7]1. Reported procedure: The reaction and workup procedures of Example 164 were repeated except that 100 mg of 20-(5,5-dimethyl-1,3-dioxan-2-yl)-1α,3β-bis(methoxycarbonyloxy)pregna-5,7-diene was used in lieu of 100 mg of 1α,3β-bis(methoxycarbonyloxy)pregna-5,7-diene-20-carbaldehyde to give 85 mg of 20-(5,5-dimethyl-1,3-dioxan-2-yl)-1α-(methoxycarbonyl)oxypregna-5,7-dien-3β-ol showing the following physical properties. Reactants: alcohol, C[C@H]1[C@@H]([C@H]([C@H]([C@@H](O1)O[C@@H]2[C@H]([C@@H]([C@H](O[C@H]2OC=3C=C(C(=C(C3)O)C(=O)CCC=4C=CC(=C(C4)O)OC)O)CO)O)O)O)O)O (Neohesperidin dihydrochalcone), OC[C@H](O)[C@@H](O)[C@H](O)[C@H](O)CO (sorbitol), C(CC(O)(C(=O)O)CC(=O)O)(=O)O (citric acid), C(C(O)CC(=O)O)(=O)O (malic acid), [C@@H]1([C@H](O)[C@H](O)[C@@H](C(O)C(=O)[O-])O1)N1C=NC=2C(O)=NC=NC12.[Na+].[Na+].[C@@H]1([C@H](O)[C@H](O)[C@@H](C(O)C(=O)[O-])O1)N1C=NC=2C(O)=NC=NC12 (disodium 5'--inosinate), C1=NC2=C(N1[C@H]3[C@@H]([C@@H]([C@H](O3)COP(=O)([O-])[O-])O)O)NC(=NC2=O)N.[Na+].[Na+] (disodium 5'--guanylate). Run in O (water). Yields the product C1=NC(=O)C2=C(N1)N(C=N2)[C@H]3[C@@H]([C@@H]([C@H](O3)COP(=O)([O-])[O-])O)O.[Na+].[Na+] (ribotide). As a reaction SMILES: C[C@@H]1O[C@@H](O[C@H]2[C@H](OC3C=C(O)C(C(CCC4C=CC(OC)=C(O)C=4)=O)=C(O)C=3)O[C@H](CO)[C@@H](O)[C@@H]2O)[C@H](O)[C@H](O)[C@H]1O.OC[C@@H]([C@H]([C@@H]([C@@H](CO)O)O)O)O.C(O)(=O)CC(CC(O)=O)(C(O)=O)O.C(O)(=O)C(CC(O)=O)O.[C@@H]1(N2C3N=CN=C(O)C=3N=C2)O[C@H](C(C([O-])=O)O)[C@@H](O)[C@H]1O.[Na+:100].[Na+].[C@@H]1(N2C3N=CN=C(O)C=3N=C2)O[C@H](C(C([O-])=O)O)[C@@H](O)[C@H]1O.[CH:124]1[N:128]([C@@H:129]2[O:133][C@H:132]([CH2:134][O:135][P:136]([O-:139])([O-:138])=[O:137])[C@@H:131]([OH:140])[C@H:130]2[OH:141])[C:127]2[NH:142][C:143](N)=[N:144][C:145](=[O:146])[C:126]=2[N:125]=1.[Na+].[Na+]>O>[CH:143]1[NH:142][C:127]2[N:128]([C@@H:129]3[O:133][C@H:132]([CH2:134][O:135][P:136]([O-:139])([O-:138])=[O:137])[C@@H:131]([OH:140])[C@H:130]3[OH:141])[CH:124]=[N:125][C:126]=2[C:145](=[O:146])[N:144]=1.[Na+:100].[Na+:100] |f:4.5.6.7,8.9.10,12.13.14|. Procedure: Neohesperidin dihydrochalcone (10 g) and sorbitol (50 g) were mixed together and were heated to 140° C. to 170° C. (water or alcohol in appropriate quantities may be used to assist dissolution of the starting material). The liquified mixture was cooled to about 60° C. to 70° C., and the pH of the solution was adjusted to 5.5 to 6.0 by the addition of citric acid or malic acid. Then a mixture of disodium 5'--inosinate and disodium 5'--guanylate (0.016 g), which is commercially obtained as ribotid... Starting materials: ClC1=CC=C2C(=CNC2=C1)C(=O)N1CCC(CC1)N1C(NC2=C1C=CC=C2)=O (1-[1-(6-Chloro-1H-indole-3-carbonyl)-piperidin-4-yl]-1,3-dihydro-benzoimidazol-2-one), [H-].[Na+] (NaH), ClCC#N (chloro-acetonitrile). Run in CN(C)C=O (DMF). Reaction conditions: time 30 minute. Yields the product ClC1=CC=C2C(=CN(C2=C1)CC#N)C(=O)N1CCC(CC1)N1C(NC2=C1C=CC=C2)=O ({6-Chloro-3-[4-(2-oxo-2,3-dihydro-benzoimidazol-1-yl)-piperidine-1-carbonyl]-indol-1-yl}-acetonitrile). Yield: 13.7%. Reaction SMILES: [Cl:1][C:2]1[CH:10]=[C:9]2[C:5]([C:6]([C:11]([N:13]3[CH2:18][CH2:17][CH:16]([N:19]4[C:23]5[CH:24]=[CH:25][CH:26]=[CH:27][C:22]=5[NH:21][C:20]4=[O:28])[CH2:15][CH2:14]3)=[O:12])=[CH:7][NH:8]2)=[CH:4][CH:3]=1.[H-].[Na+].Cl[CH2:32][C:33]#[N:34]>CN(C=O)C>[Cl:1][C:2]1[CH:10]=[C:9]2[C:5]([C:6]([C:11]([N:13]3[CH2:18][CH2:17][CH:16]([N:19]4[C:23]5[CH:24]=[CH:25][CH:26]=[CH:27][C:22]=5[NH:21][C:20]4=[O:28])[CH2:15][CH2:14]3)=[O:12])=[CH:7][N:8]2[CH2:32][C:33]#[N:34])=[CH:4][CH:3]=1 |f:1.2|. Procedure details: To a stirred solution of 40 mg (0.101 mmol) of 1-[1-(6-Chloro-1H-indole-3-carbonyl)-piperidin-4-yl]-1,3-dihydro-benzoimidazol-2-one (the preparation of which has been described in example 18) in 5 ml DMF was added 4.2 mg (0.105 mmol) NaH (60% in oil). The mixture was stirred at RT for 30 min. and then 8.3 mg (0.11 mmol) of chloro-acetonitrile was added. The mixture was stirred an additional hour and then poured onto water and extracted with ethyl acetate. The combined organic phases were dried o... The solvent is O (water). Procedure: 2-Bromo-5-fluoro-aniline (5.00 g, 95 mass % article, 25.0 mmol), m-nitrobenzenesulfonic acid (2.65 g, 13.1 mmol), 20.0 mL of 85 wt % aqueous phosphoric acid solution and ferrous sulfate heptahydrate (69.5 mg, 0.250 mmol) were placed in a 100 mL three-neck flask equipped with a magnetic stirrer, a reflux condenser, a thermometer and a dropping funnel and the mixture was heated to 80° C. in an oil bath. Subsequently, 2-butylacrolein (7.44 g, 98 mass % article, 65.0 mmol) was added dropwise thereto... Reaction conditions: temperature 80 celsius, time 1 hour. Starting materials: BrC1=C(N)C=C(C=C1)F (2-Bromo-5-fluoro-aniline), [N+](=O)([O-])C=1C=C(C=CC1)S(=O)(=O)O (m-nitrobenzenesulfonic acid), P(O)(O)(O)=O (phosphoric acid), ferrous sulfate heptahydrate, O.N (ammonia water), C(CCC)C(C=O)=C (2-butylacrolein). The product is BrC=1C=CC(=C2C=C(C=NC12)CCCC)F (8-bromo-3-butyl-5-fluoroquinoline). Isolated yield 19.1%. RXN SMILES: [Br:1][C:2]1[CH:8]=[CH:7][C:6]([F:9])=[CH:5][C:3]=1[NH2:4].[N+](C1C=C(S(O)(=O)=O)C=CC=1)([O-])=O.P(=O)(O)(O)O.[CH2:28]([C:32](=[CH2:35])[CH:33]=O)[CH2:29][CH2:30][CH3:31].O.N>O>[Br:1][C:2]1[CH:8]=[CH:7][C:6]([F:9])=[C:5]2[C:3]=1[N:4]=[CH:35][C:32]([CH2:28][CH2:29][CH2:30][CH3:31])=[CH:33]2 |f:4.5|. Starting materials: CS(C)=O, COc1ccc(C)cc1[N+](=O)[O-], Cl, [Na+], [OH-], O, N#CCSc1ccccc1. The product is COc1cc(CC#N)c(C)cc1[N+](=O)[O-]. As a reaction SMILES: [CH3:26][S:27]([CH3:28])=[O:29].[CH3:3][c:4]1[cH:5][c:6]([N+:12](=[O:13])[O-:14])[c:7]([O:10][CH3:11])[cH:8][cH:9]1.[ClH:25].[Na+:2].[OH-:1].[OH2:30].[c:15]1([S:16][CH2:22][C:23]#[N:24])[cH:17][cH:18][cH:19][cH:20][cH:21]1>>[CH3:3][c:4]1[cH:5][c:6]([N+:12](=[O:13])[O-:14])[c:7]([O:10][CH3:11])[cH:8][c:9]1[CH2:22][C:23]#[N:24]. Starting materials: COC(=O)C=Cc1cccc(S(=O)(=O)Cl)c1, Nc1cccc2ccccc12, [Na+], O=C([O-])O, C1COCCO1, O. Product: COC(=O)C=Cc1cccc(S(=O)(=O)Nc2cccc3ccccc23)c1. Reaction SMILES: [CH3:1][O:2][C:3]([CH:4]=[CH:5][c:6]1[cH:7][c:8]([S:12](=[O:13])(=[O:14])[Cl:15])[cH:9][cH:10][cH:11]1)=[O:16].[NH2:17][c:18]1[cH:19][cH:20][cH:21][c:22]2[cH:23][cH:24][cH:25][cH:26][c:27]12.[Na+:32].[O-:28][C:29]([OH:30])=[O:31].[O:33]1[CH2:34][CH2:35][O:36][CH2:37][CH2:38]1.[OH2:39]>>[CH3:1][O:2][C:3]([CH:4]=[CH:5][c:6]1[cH:7][c:8]([S:12](=[O:13])(=[O:14])[NH:17][c:18]2[cH:19][cH:20][cH:21][c:22]3[cH:23][cH:24][cH:25][cH:26][c:27]23)[cH:9][cH:10][cH:11]1)=[O:16]. The reactants are OBO, O=C([O-])[O-], Cc1ccccc1, Cc1ccccc1, NC(CNc1ccc(Br)c(-c2ccncc2)n1)Cc1ccccc1, [Na+], [Na+]. The product is Cc1cccc(-c2ccc(NCC(N)Cc3ccccc3)nc2-c2ccncc2)c1. Reaction SMILES: [BH:25]([OH:26])[OH:27].[C:35](=[O:36])([O-:37])[O-:38].[CH3:28][c:29]1[cH:30][cH:31][cH:32][cH:33][cH:34]1.[CH3:41][c:42]1[cH:43][cH:44][cH:45][cH:46][cH:47]1.[NH2:1][CH:2]([CH2:3][NH:4][c:5]1[cH:6][cH:7][c:8]([Br:17])[c:9](-[c:11]2[cH:12][cH:13][n:14][cH:15][cH:16]2)[n:10]1)[CH2:18][c:19]1[cH:20][cH:21][cH:22][cH:23][cH:24]1.[Na+:39].[Na+:40]>>[NH2:1][CH:2]([CH2:3][NH:4][c:5]1[cH:6][cH:7][c:8](-[c:33]2[cH:32][cH:31][cH:30][c:29]([CH3:28])[cH:34]2)[c:9](-[c:11]2[cH:12][cH:13][n:14][cH:15][cH:16]2)[n:10]1)[CH2:18][c:19]1[cH:20][cH:21][cH:22][cH:23][cH:24]1.